This data is from the Open Reaction Database (ORD), a public repository of structured organic reaction records. The task is: describe an organic reaction: reactants, conditions, products, and yield The reactants are ClC1=C(C=NC=C1C(=O)OCC)CCC (ethyl 4-chloro-3-propyl-5-pyridinecarboxylate), Cl.ClC1=CC=C(C=C1)NN (4-chlorophenylhydrazine hydrochloride). Solvent: C(CCC)O (1-butanol). The product is Cl.ClC1=CC=C(C=C1)N1N=C2C(=CNC=C2CCC)C1=O (2-(4-Chlorophenyl)-2,5-dihydro-7-propylpyrazolo[4,3-c]pyridin-3-one hydrochloride). The yield is 54.1%. RXN SMILES: [Cl:1][C:2]1[C:7]([C:8]([O:10]CC)=O)=[CH:6][N:5]=[CH:4][C:3]=1[CH2:13][CH2:14][CH3:15].Cl.[Cl:17][C:18]1[CH:23]=[CH:22][C:21]([NH:24][NH2:25])=[CH:20][CH:19]=1>C(O)CCC>[ClH:1].[Cl:17][C:18]1[CH:23]=[CH:22][C:21]([N:24]2[C:8](=[O:10])[C:7]3=[CH:6][NH:5][CH:4]=[C:3]([CH2:13][CH2:14][CH3:15])[C:2]3=[N:25]2)=[CH:20][CH:19]=1 |f:1.2,4.5|. Procedure: A mixture of ethyl 4-chloro-3-propyl-5-pyridinecarboxylate (0.3199 g, 1.40 mmol) and 4-chlorophenylhydrazine hydrochloride (0.3019 g, 1.69 mmol) in anhydrous 1-butanol (12 ml) was degassed by evaporating the flask under vacuum and refilling with nitrogen several times and then stirred at reflux under nitrogen for 4 h. After leaving to cool overnight, the mixture was filtered, and the solid was washed with ethyl acetate and dried at 60° C. under vacuum to afford 0.2454 g (54%) of the title compou... Starting materials: N1=C(C=CC=C1)C=1C(=NNC1N)N (4-(Pyridin-2-yl)-1H-pyrazole-3,5-diamine), BrC(C=O)C=O (2-bromo-malonaldehyde). The reagents and catalysts are C(C)(=O)O (acetic acid). Solvent: C(C)O (ethanol). Product: BrC=1C=NC=2N(C1)N=C(C2C2=NC=CC=C2)N (6-Bromo-3-pyridin-2-yl-pyrazolo[1,5-a]pyrimidin-2-ylamine). Yield: 19.5%. Reaction SMILES: [N:1]1[CH:6]=[CH:5][CH:4]=[CH:3][C:2]=1[C:7]1[C:8]([NH2:13])=[N:9][NH:10][C:11]=1[NH2:12].[Br:14][CH:15]([CH:18]=O)[CH:16]=O>C(O)C.C(O)(=O)C>[Br:14][C:15]1[CH:16]=[N:12][C:11]2[N:10]([N:9]=[C:8]([NH2:13])[C:7]=2[C:2]2[CH:3]=[CH:4][CH:5]=[CH:6][N:1]=2)[CH:18]=1. Reported procedure: 4-(Pyridin-2-yl)-1H-pyrazole-3,5-diamine (2.54 g, 14.51 mmol) and 2-bromo-malonaldehyde (2.41 g, 15.97 mmol) were suspended in dry ethanol (35 mL). A small amount of glacial acetic acid (30 drops) was added and the mixture was heated at reflux for 3 hours. After allowing the reaction to cool to room temperature the mixture was concentrated under reduced pressure. The resulting solid was purified by silica gel chromatography eluting with EtOAc containing 2% NH3(aq) solution to afford the title co... Reactants: BrCC(=O)NC1=NC(=NC(=C1)Cl)C1=CC=CC=C1 (2-bromo-N-(6-chloro-2-phenylpyrimidin-4-yl)acetamide), C1(=CC=CC=C1)/C=C/CN1CCNCC1 ([(2E)-3-phenylprop-2-enyl]piperazine), C(C)(C)N(C(C)C)CC (N,N-diisopropylethylamine). Run in C(C)#N (acetonitrile). Reaction conditions: time 3 hour. Yields the product ClC1=CC(=NC(=N1)C1=CC=CC=C1)NC(CN1CCN(CC1)C\C=C\C1=CC=CC=C1)=O (N-(6-Chloro-2-phenylpyrimidin-4-yl)-2-{4-[(2E)-3-phenylprop-2-enyl]piperazin-1-yl}acetamide). RXN SMILES: Br[CH2:2][C:3]([NH:5][C:6]1[CH:11]=[C:10]([Cl:12])[N:9]=[C:8]([C:13]2[CH:18]=[CH:17][CH:16]=[CH:15][CH:14]=2)[N:7]=1)=[O:4].[C:19]1(/[CH:25]=[CH:26]/[CH2:27][N:28]2[CH2:33][CH2:32][NH:31][CH2:30][CH2:29]2)[CH:24]=[CH:23][CH:22]=[CH:21][CH:20]=1.C(N(CC)C(C)C)(C)C>C(#N)C>[Cl:12][C:10]1[N:9]=[C:8]([C:13]2[CH:18]=[CH:17][CH:16]=[CH:15][CH:14]=2)[N:7]=[C:6]([NH:5][C:3](=[O:4])[CH2:2][N:31]2[CH2:32][CH2:33][N:28]([CH2:27]/[CH:26]=[CH:25]/[C:19]3[CH:24]=[CH:23][CH:22]=[CH:21][CH:20]=3)[CH2:29][CH2:30]2)[CH:11]=1. Procedure details: To a stirred solution of 2-bromo-N-(6-chloro-2-phenylpyrimidin-4-yl)acetamide (0.80 g in 40 ml acetonitrile) was added [(2E)-3-phenylprop-2-enyl]piperazine (0.50 g in 10 ml acetonitrile). After 3 hrs, N,N-diisopropylethylamine was added (428 μl in 10 ml acetonitrile) and the reaction stirred for a further 2 hrs after which time a precipitate of the title compound appeared. This was used crude in the next step. m/z (ES+) 448 (MH)+ Reactants: ClC=1C=C(C=2N(N1)C(=CN2)C(=O)NC2=CC=NC=C2)Cl (6,8-dichloro-N-(pyridin-4-yl)imidazo[1,2-b]pyridazine-3-carboxamide), COC1=CC=C(C=C1)CN ((4-methoxyphenyl)methanamine), BrC=1C=2N(N=C(C1)Cl)C(=CN2)C(=O)NC2=CC=NC=C2 (8-bromo-6-chloro-N-(pyridin-4-yl)imidazo[1,2-b]pyridazine-3-carboxamide), teflon, [C@H]1(CC[C@H](CC1)N)N ((trans)-Cyclohexane-1,4-diamine). The solvent is O1CCCC1 (tetrahydrofuran). Conditions: temperature 80 celsius, time 2 hour. Product: N[C@@H]1CC[C@H](CC1)NC=1C=C(C=2N(N1)C(=CN2)C(=O)NC2=CC=NC=C2)NCC2=CC=C(C=C2)OC (6-((trans)-4-aminocyclohexylamino)-8-(4-methoxybenzylamino)-N-(pyridin-4-yl)imidazo[1,2-b]pyridazine-3-carboxamide). As a reaction SMILES: [CH3:1][O:2][C:3]1[CH:8]=[CH:7][C:6]([CH2:9][NH2:10])=[CH:5][CH:4]=1.Br[C:12]1[C:13]2[N:14]([C:19]([C:22]([NH:24][C:25]3[CH:30]=[CH:29][N:28]=[CH:27][CH:26]=3)=[O:23])=[CH:20][N:21]=2)[N:15]=[C:16](Cl)[CH:17]=1.ClC1C=C(Cl)C2N(C(C(NC3C=CN=CC=3)=O)=CN=2)N=1.[C@H:51]1([NH2:58])[CH2:56][CH2:55][C@H:54]([NH2:57])[CH2:53][CH2:52]1>O1CCCC1>[NH2:57][C@H:54]1[CH2:55][CH2:56][C@H:51]([NH:58][C:16]2[CH:17]=[C:12]([NH:10][CH2:9][C:6]3[CH:7]=[CH:8][C:3]([O:2][CH3:1])=[CH:4][CH:5]=3)[C:13]3[N:14]([C:19]([C:22]([NH:24][C:25]4[CH:30]=[CH:29][N:28]=[CH:27][CH:26]=4)=[O:23])=[CH:20][N:21]=3)[N:15]=2)[CH2:52][CH2:53]1. Reported procedure: (4-methoxyphenyl)methanamine (0.050 mL, 0.383 mmol) was added to a suspension of a mixture of 8-bromo-6-chloro-N-(pyridin-4-yl)imidazo[1,2-b]pyridazine-3-carboxamide and a 6,8-dichloro-N-(pyridin-4-yl)imidazo[1,2-b]pyridazine-3-carboxamide 1E (0.118 g, 0.383 mmol) in tetrahydrofuran (1.0 mL) in a 2 dram screw vial equipped with a stir bar and a teflon coated screw cap. The mixture was heated at 80° C. overnight. The reaction was cooled to room temperature. The reaction was concentrated to drynes... RXN SMILES: [CH3:1][C:2]1([CH3:21])[CH2:7][CH2:6][CH:5]([N:8]([C@H:16]2[CH2:20][CH2:19][NH:18][CH2:17]2)[C:9](=[O:15])[C:10]([CH3:14])([CH3:13])[CH2:11][F:12])[CH2:4][CH2:3]1.[C:22]([N:26]1[CH2:30][C@@H:29]([C:31]2[CH:36]=[CH:35][C:34]([Cl:37])=[CH:33][CH:32]=2)[C@H:28]([C:38](O)=[O:39])[CH2:27]1)([CH3:25])([CH3:24])[CH3:23]>>[ClH:37].[C:22]([N:26]1[CH2:30][C@@H:29]([C:31]2[CH:32]=[CH:33][C:34]([Cl:37])=[CH:35][CH:36]=2)[C@H:28]([C:38]([N:18]2[CH2:19][CH2:20][C@H:16]([N:8]([CH:5]3[CH2:6][CH2:7][C:2]([CH3:21])([CH3:1])[CH2:3][CH2:4]3)[C:9](=[O:15])[C:10]([CH3:13])([CH3:14])[CH2:11][F:12])[CH2:17]2)=[O:39])[CH2:27]1)([CH3:25])([CH3:24])[CH3:23] |f:2.3|. The reactants are CC1(CCC(CC1)N(C(C(CF)(C)C)=O)[C@@H]1CNCC1)C (N-(4,4-dimethylcyclohexyl)-3-fluoro-2,2-dimethyl-N-[(3S)-pyrrolidine-3-yl]propaneamide), C(C)(C)(C)N1C[C@H]([C@@H](C1)C1=CC=C(C=C1)Cl)C(=O)O ((3S,4R)-1-t-butyl-4-(4-chlorophenyl)pyrrolidine-3-carboxylic acid). Product: Cl.C(C)(C)(C)N1C[C@H]([C@@H](C1)C1=CC=C(C=C1)Cl)C(=O)N1C[C@H](CC1)N(C(C(CF)(C)C)=O)C1CCC(CC1)(C)C (N-[(3S)-1-{[(3S,4R)-1-tert-butyl-4-(4-chlorophenyl)pyrrolidine-3-yl]carbonyl}pyrrolidine-3-yl]-N-(4,4-dimethylcyclohexyl)-3-fluoro-2,2-dimethylpropaneamide HCl salt). Procedure details: The title compound was prepared according to the procedure described in Step F, G of Example A1, using N-(4,4-dimethylcyclohexyl)-3-fluoro-2,2-dimethyl-N-[(3S)-pyrrolidine-3-yl]propaneamide (100 mg, 0.47 mmol) prepared in Step B and (3S,4R)-1-t-butyl-4-(4-chlorophenyl)pyrrolidine-3-carboxylic acid prepared in Preparation Example A9-2 (230 mg, 89%). Starting materials: CO, COC(=O)C1CC(N=[N+]=[N-])CN1C(=O)OC(C)(C)C. Product: COC(=O)C1CC(N)CN1C(=O)OC(C)(C)C. As a reaction SMILES: [CH3:20][OH:21].[N:1](=[N+:2]=[N-:3])[CH:4]1[CH2:5][CH:6]([C:16](=[O:17])[O:18][CH3:19])[N:7]([C:9](=[O:10])[O:11][C:12]([CH3:13])([CH3:14])[CH3:15])[CH2:8]1>>[NH2:1][CH:4]1[CH2:5][CH:6]([C:16](=[O:17])[O:18][CH3:19])[N:7]([C:9](=[O:10])[O:11][C:12]([CH3:13])([CH3:14])[CH3:15])[CH2:8]1. The reactants are CC(=C=CP(OCC)(OCC)=O)C=CC1=C(C(CCC1(C)C)=O)C (3-methyl-5-(2,6,6-trimethyl-3-oxocyclohex-1-enyl)-1,2,4-pentatrienylphosphonic acid, diethyl ester), C(=O)[O-].[NH4+] (ammonium formate). Product: trialkylammonium formate, CC(=CCP(OCC)(OCC)=O)C=CC1=C(C(CCC1(C)C)=O)C (3-methyl-5-(2,6,6-trimethyl-3-oxocyclohex-1-enyl)-2,4-pentadienylphosphonic acid, diethyl ester). RXN SMILES: [CH3:1][C:2]([CH:13]=[CH:14][C:15]1[C:20]([CH3:22])([CH3:21])[CH2:19][CH2:18][C:17](=[O:23])[C:16]=1[CH3:24])=[C:3]=[CH:4][P:5](=[O:12])([O:9][CH2:10][CH3:11])[O:6][CH2:7][CH3:8].C([O-])=O.[NH4+]>>[CH3:1][C:2]([CH:13]=[CH:14][C:15]1[C:20]([CH3:22])([CH3:21])[CH2:19][CH2:18][C:17](=[O:23])[C:16]=1[CH3:24])=[CH:3][CH2:4][P:5](=[O:12])([O:6][CH2:7][CH3:8])[O:9][CH2:10][CH3:11] |f:1.2|. Procedure: reacting the 3-methyl-5-(2,6,6-trimethyl-3-oxocyclohex-1-enyl)-1,2,4-pentatrienylphosphonic acid, diethyl ester with ammonium formate or a trialkylammonium formate to form 3-methyl-5-(2,6,6-trimethyl-3-oxocyclohex-1-enyl)-2,4-pentadienylphosphonic acid, diethyl ester; and RXN SMILES: [Br:1][c:2]1[cH:3][cH:4][c:5]([NH:8][c:9]2[c:10]([F:16])[cH:11][c:12]([F:15])[cH:13][cH:14]2)[n:6][cH:7]1.[CH2:37]1[O:38][CH2:39][CH2:40][CH2:41]1.[CH3:17][CH2:18][CH2:19][CH2:20][Li:21].[CH3:42][CH2:43][CH2:44][CH2:45][CH2:46][CH3:47].[Cl:22][c:23]1[c:24]([CH:25]=[O:26])[cH:27][c:28](-[c:31]2[cH:32][cH:33][n:34][cH:35][cH:36]2)[cH:29][cH:30]1>>[c:2]1([C:25]([c:24]2[c:23]([Cl:22])[cH:30][cH:29][c:28](-[c:31]3[cH:32][cH:33][n:34][cH:35][cH:36]3)[cH:27]2)=[O:26])[cH:3][cH:4][c:5]([NH:8][c:9]2[c:10]([F:16])[cH:11][c:12]([F:15])[cH:13][cH:14]2)[n:6][cH:7]1. Product: O=C(c1ccc(Nc2ccc(F)cc2F)nc1)c1cc(-c2ccncc2)ccc1Cl. Reactants: Fc1ccc(Nc2ccc(Br)cn2)c(F)c1, C1CCOC1, [Li]CCCC, CCCCCC, O=Cc1cc(-c2ccncc2)ccc1Cl. Yield: 101.0%. RXN SMILES: Cl.[CH3:2][O:3][C:4]1[CH:15]=[CH:14][C:7]2[CH2:8][CH2:9][CH2:10][C@H:11]([NH2:13])[CH2:12][C:6]=2[CH:5]=1.[OH-].[Na+]>>[CH3:2][O:3][C:4]1[CH:15]=[CH:14][C:7]2[CH2:8][CH2:9][CH2:10][C@H:11]([NH2:13])[CH2:12][C:6]=2[CH:5]=1 |f:0.1,2.3|. Reactants: Cl.COC1=CC2=C(CCC[C@@H](C2)N)C=C1 ((S)-3-Methoxy-6,7,8,9-tetrahydro-5H-benzocyclohepten-6-amine hydrochloride), [OH-].[Na+] (sodium hydroxide). Procedure: (S)-3-Methoxy-6,7,8,9-tetrahydro-5H-benzocyclohepten-6-amine hydrochloride (35.5 g) was neutralized with cold 2N sodium hydroxide (155 ml) and the mixture was extracted once with ethyl acetate (310 ml). The extract was washed once with brine (155 ml), dried over anhydrous sodium sulfate, and concentrated in vacuo to afford (S)-3-methoxy-6,7,8,9-tetrahydro-5H-benzocyclohepten-6-amine (30.1 g). A mixture of (S)-3-methoxy-6,7,8,9-tetrahydro-5H-benzocyclohepten-6-amine (30.1 g), 10% palladium on car... Product: COC1=CC2=C(CCC[C@@H](C2)N)C=C1 ((S)-3-methoxy-6,7,8,9-tetrahydro-5H-benzocyclohepten-6-amine).